Dataset: the Open Reaction Database (ORD), a public repository of structured organic reaction records. Task: describe an organic reaction: reactants, conditions, products, and yield Starting materials: C1CCOC1, CC[S-], O=[N+]([O-])c1ccc(Cl)nc1, [Na+], O. Yields the product CCSc1ccc([N+](=O)[O-])cn1. As a reaction SMILES: [CH2:15]1[O:16][CH2:17][CH2:18][CH2:19]1.[CH2:1]([CH3:2])[S-:3].[N+:5](=[O:6])([O-:7])[c:8]1[cH:9][cH:10][c:11]([Cl:14])[n:12][cH:13]1.[Na+:4].[OH2:20]>>[CH2:1]([CH3:2])[S:3][c:11]1[cH:10][cH:9][c:8]([N+:5](=[O:6])[O-:7])[cH:13][n:12]1.